Dataset: the Open Reaction Database (ORD), a public repository of structured organic reaction records. Task: describe an organic reaction: reactants, conditions, products, and yield Reactants: Cc1ccc(Cl)nn1, CN1CCCC1=O, CCN(C(C)C)C(C)C, CCOC(=O)C1CCNCC1. Yields the product CCOC(=O)C1CCN(c2ccc(C)nn2)CC1. Reaction SMILES: [CH3:1][c:2]1[cH:3][cH:4][c:5]([Cl:8])[n:6][n:7]1.[CH3:20][N:21]1[CH2:22][CH2:23][CH2:24][C:25]1=[O:26].[CH:27]([N:28]([CH:29]([CH3:30])[CH3:31])[CH2:32][CH3:33])([CH3:34])[CH3:35].[NH:9]1[CH2:10][CH2:11][CH:12]([C:13](=[O:14])[O:15][CH2:16][CH3:17])[CH2:18][CH2:19]1>>[CH3:1][c:2]1[cH:3][cH:4][c:5]([N:9]2[CH2:10][CH2:11][CH:12]([C:13](=[O:14])[O:15][CH2:16][CH3:17])[CH2:18][CH2:19]2)[n:6][n:7]1. Starting materials: C(O)([O-])=O.[Na+] (sodium hydrogen carbonate), O.[OH-].[Li+] (lithium hydroxide monohydrate), O (water), CN1C(C(=CC2=CC=CN=C12)C(=O)OCC)=O (ethyl 1-methyl-2-oxo-1,2-dihydro-1,8-naphthyridine-3-carboxylate). Solvent: O1CCOCC1 (1,4-dioxane). Conditions: time 1.5 hour. Product: CN1C(C(=CC2=CC=CN=C12)C(=O)O)=O (1-methyl-2-oxo-1,2-dihydro-1,8-naphthyridine-3-carboxylic acid). Isolated yield 89.7%. Reaction SMILES: [CH3:1][N:2]1[C:11]2[C:6](=[CH:7][CH:8]=[CH:9][N:10]=2)[CH:5]=[C:4]([C:12]([O:14]CC)=[O:13])[C:3]1=[O:17].O.[OH-].[Li+].O.C(=O)([O-])O.[Na+]>O1CCOCC1>[CH3:1][N:2]1[C:11]2[C:6](=[CH:7][CH:8]=[CH:9][N:10]=2)[CH:5]=[C:4]([C:12]([OH:14])=[O:13])[C:3]1=[O:17] |f:1.2.3,5.6|. Reported procedure: 1.66 g (7.1 mmol) of ethyl 1-methyl-2-oxo-1,2-dihydro-1,8-naphthyridine-3-carboxylate was dissolved in 1,4-dioxane (50 mL), and 0.45 g (11 mmol) of lithium hydroxide monohydrate and 10 mL of water were added to the solution at room temperature. The resulting mixture was stirred for 1.5 hours at room temperature. The reaction mixture was poured into an aqueous solution of sodium hydrogen carbonate, and the mixture was washed with ethyl acetate. The aqueous phase was acidified with citric acid, an... Reaction SMILES: Br[C:2]1[C:3](=[O:32])[C:4]2[C:9]([C:10]=1[C:11]1[CH:16]=[C:15]([F:17])[CH:14]=[C:13]([F:18])[CH:12]=1)=[CH:8][CH:7]=[C:6]([O:19][CH2:20][CH2:21][N:22]1[CH2:27][CH2:26][N:25]([S:28]([CH3:31])(=[O:30])=[O:29])[CH2:24][CH2:23]1)[CH:5]=2.O1CCN(CCOC2C=C3C(C(C4C=CC=CC=4)=C(Br)C3=O)=CC=2)CC1.[N:59]1[CH:64]=[C:63](B(O)O)[CH:62]=[N:61][CH:60]=1>>[F:17][C:15]1[CH:16]=[C:11]([C:10]2[C:9]3[C:4](=[CH:5][C:6]([O:19][CH2:20][CH2:21][N:22]4[CH2:23][CH2:24][N:25]([S:28]([CH3:31])(=[O:29])=[O:30])[CH2:26][CH2:27]4)=[CH:7][CH:8]=3)[C:3](=[O:32])[C:2]=2[C:63]2[CH:64]=[N:59][CH:60]=[N:61][CH:62]=2)[CH:12]=[C:13]([F:18])[CH:14]=1. Yields the product FC=1C=C(C=C(C1)F)C1=C(C(C2=CC(=CC=C12)OCCN1CCN(CC1)S(=O)(=O)C)=O)C=1C=NC=NC1 (3-(3,5-Difluorophenyl)-6-(2-(4-(methylsulfonyl)piperazin-1-yl)ethoxy)-2-(pyrimidin-5-yl)-1H-inden-1-one). Reported procedure: The procedure of Step 7 of Example 1 was repeated except for using 2-bromo-3-(3,5-difluorophenyl)-6-[2-(4-(methylsulfonyl)piperazin-1-yl)ethoxy]-1H-inden-1-one obtained in Step 1 of Example 50 as a starting material instead of 6-(2-morpholinoethoxy)-2-bromo-3-phenyl-1H-inden-1-one, and 5-pyrimidinylboronic acid instead of 3-pyridinylboronic acid, and being purified by prep HPLC (CH3CN/H2O=7:3) to obtain the title compound (34%). Starting materials: BrC=1C(C2=CC(=CC=C2C1C1=CC(=CC(=C1)F)F)OCCN1CCN(CC1)S(=O)(=O)C)=O (2-Bromo-3-(3,5-difluorophenyl)-6-(2-(4-(methylsulfonyl)piperazin-1-yl)ethoxy)-1H-inden-1-one), O1CCN(CC1)CCOC1=CC=C2C(=C(C(C2=C1)=O)Br)C1=CC=CC=C1 (6-(2-morpholinoethoxy)-2-bromo-3-phenyl-1H-inden-1-one), N1=CN=CC(=C1)B(O)O (5-pyrimidinylboronic acid). The yield is 34.0%. Starting materials: solid, BrC1=CC(=CC=2C(=C3N(C12)CCNC3=O)C)Cl (6-bromo-8-chloro-10-methyl-3,4-dihydro-2H-pyrazino[1,2-a]indol-1-one), BrC1=CC(=CC=2C(=C3N(C12)CCNC3=O)C)Cl (6-bromo-8-chloro-10-methyl-3,4-dihydro-2H-pyrazino[1,2-a]indol-1-one), O1CCC2=C1C=CC(=C2)B(O)O (2,3-dihydro-benzofuran-5-ylboronic acid). Procedure details: The title compound, light brown solid (80 mg, 91%), MS (ISP) m/z=353.5 [(M+H)+], mp 261° C., was prepared in accordance with the general method of example 1 from 6-bromo-8-chloro-10-methyl-3,4-dihydro-2H-pyrazino[1,2-a]indol-1-one (intermediate 12) (78.4 mg, 0.25 mmol) and commercially available 2,3-dihydro-benzofuran-5-ylboronic acid (53.3 mg, 0.325 mmol). The product is ClC1=CC=2C(=C3N(C2C(=C1)C=1C=CC2=C(CCO2)C1)CCNC3=O)C (8-Chloro-6-(2,3-dihydro-benzofuran-5-yl)-10-methyl-3,4-dihydro-2H-pyrazino[1,2-a]indol-1-one). As a reaction SMILES: Br[C:2]1[C:10]2[N:9]3[CH2:11][CH2:12][NH:13][C:14](=[O:15])[C:8]3=[C:7]([CH3:16])[C:6]=2[CH:5]=[C:4]([Cl:17])[CH:3]=1.[O:18]1[C:22]2[CH:23]=[CH:24][C:25](B(O)O)=[CH:26][C:21]=2[CH2:20][CH2:19]1>>[Cl:17][C:4]1[CH:3]=[C:2]([C:25]2[CH:24]=[CH:23][C:22]3[O:18][CH2:19][CH2:20][C:21]=3[CH:26]=2)[C:10]2[N:9]3[CH2:11][CH2:12][NH:13][C:14](=[O:15])[C:8]3=[C:7]([CH3:16])[C:6]=2[CH:5]=1. Starting materials: CC(C)(C)[Si](C)(C)OCCC(c1ccccc1)n1nc([N+](=O)[O-])nc1Br, CCCC[N+](CCCC)(CCCC)CCCC, [F-], C1CCOC1, O. Product: O=[N+]([O-])c1nc2n(n1)C(c1ccccc1)CCO2. As a reaction SMILES: [Br:1][c:2]1[n:3][c:4]([N+:24](=[O:25])[O-:26])[n:5][n:6]1[CH:7]([CH2:8][CH2:9][O:10][Si:11]([C:12]([CH3:13])([CH3:14])[CH3:15])([CH3:16])[CH3:17])[c:18]1[cH:19][cH:20][cH:21][cH:22][cH:23]1.[CH2:28]([N+:29]([CH2:30][CH2:31][CH2:32][CH3:33])([CH2:34][CH2:35][CH2:36][CH3:37])[CH2:38][CH2:39][CH2:40][CH3:41])[CH2:42][CH2:43][CH3:44].[F-:27].[O:46]1[CH2:47][CH2:48][CH2:49][CH2:50]1.[OH2:45]>>[c:2]12[n:3][c:4]([N+:24](=[O:25])[O-:26])[n:5][n:6]1[CH:7]([c:18]1[cH:19][cH:20][cH:21][cH:22][cH:23]1)[CH2:8][CH2:9][O:10]2. Starting materials: NC(CC(C(=O)OCC)C)C1=C(C=CC=C1OC)OC (ethyl 4-amino-4-(2,6-dimethoxyphenyl)-2-methylbutanoate), C(C)(C)OC=1C=C(C=O)C=CC1 (3-isopropoxybenzaldehyde). Yields the product COC1=C(C(=CC=C1)OC)C1CC(C(N1CC1=CC(=CC=C1)OC(C)C)=O)C (5-(2,6-dimethoxyphenyl)-1-(3-isopropoxybenzyl)-3-methylpyrrolidin-2-one). Reaction SMILES: [NH2:1][CH:2]([C:11]1[C:16]([O:17][CH3:18])=[CH:15][CH:14]=[CH:13][C:12]=1[O:19][CH3:20])[CH2:3][CH:4]([CH3:10])[C:5]([O:7]CC)=O.[CH:21]([O:24][C:25]1[CH:26]=[C:27]([CH:30]=[CH:31][CH:32]=1)[CH:28]=O)([CH3:23])[CH3:22]>>[CH3:18][O:17][C:16]1[CH:15]=[CH:14][CH:13]=[C:12]([O:19][CH3:20])[C:11]=1[CH:2]1[N:1]([CH2:28][C:27]2[CH:30]=[CH:31][CH:32]=[C:25]([O:24][CH:21]([CH3:23])[CH3:22])[CH:26]=2)[C:5](=[O:7])[CH:4]([CH3:10])[CH2:3]1. Procedure: Prepared according to the described general procedure 2 (GP2) by reaction of ethyl 4-amino-4-(2,6-dimethoxyphenyl)-2-methylbutanoate with 3-isopropoxybenzaldehyde. Subsequent purification by preparative HPLC afforded the target compound. LC-MS (conditions A): tR=0.91 min.; [M+H]+: 384.08 g/mol. The reactants are C[C@H]1CNS(C1)(=O)=O ((S)-4-methylisothiazolidine 1,1-dioxide), BrC1=CC(=C(C=C1)C(=O)N1CCN(CC1)C1=NC(=C(C=C1C)C)C)F ((4-bromo-2-fluorophenyl)[4-(3,5,6-trimethylpyridin-2-yl)piperazin-1-yl]methanone). Yields the product FC1=C(C=CC(=C1)N1S(C[C@H](C1)C)(=O)=O)C(=O)N1CCN(CC1)C1=NC(=C(C=C1C)C)C ((S)-[2-fluoro-4-(4-methyl-1,1-dioxo-1λ6-isothiazolidin-2-yl)phenyl][4-(3,5,6-trimethylpyridin-2-yl)piperazin-1-yl]methanone). The yield is 32.4%. RXN SMILES: [CH3:1][C@@H:2]1[CH2:6][S:5](=[O:8])(=[O:7])[NH:4][CH2:3]1.Br[C:10]1[CH:15]=[CH:14][C:13]([C:16]([N:18]2[CH2:23][CH2:22][N:21]([C:24]3[C:29]([CH3:30])=[CH:28][C:27]([CH3:31])=[C:26]([CH3:32])[N:25]=3)[CH2:20][CH2:19]2)=[O:17])=[C:12]([F:33])[CH:11]=1>>[F:33][C:12]1[CH:11]=[C:10]([N:4]2[CH2:3][C@H:2]([CH3:1])[CH2:6][S:5]2(=[O:8])=[O:7])[CH:15]=[CH:14][C:13]=1[C:16]([N:18]1[CH2:19][CH2:20][N:21]([C:24]2[C:29]([CH3:30])=[CH:28][C:27]([CH3:31])=[C:26]([CH3:32])[N:25]=2)[CH2:22][CH2:23]1)=[O:17]. Procedure details: Using (S)-4-methylisothiazolidine 1,1-dioxide (152 mg) described in Preparation Example 4 and (4-bromo-2-fluorophenyl)[4-(3,5,6-trimethylpyridin-2-yl)piperazin-1-yl]methanone (305 mg) described in Preparation Example 128 and by the reaction and treatment in the same manner as in Example 4, the title compound (112 mg) was obtained. Reactants: CS(C)=O, CCN(C(C)C)C(C)C, Fc1cccc(-c2csc(N3CCNCC3)n2)c1, O, O=C(Nc1cccnc1)OCC(Cl)(Cl)Cl. Yields the product O=C(Nc1cccnc1)N1CCN(c2nc(-c3cccc(F)c3)cs2)CC1. Reaction SMILES: [CH3:44][S:45]([CH3:46])=[O:47].[CH:34]([N:35]([CH:36]([CH3:37])[CH3:38])[CH2:39][CH3:40])([CH3:41])[CH3:42].[F:16][c:17]1[cH:18][c:19](-[c:23]2[n:24][c:25]([N:28]3[CH2:29][CH2:30][NH:31][CH2:32][CH2:33]3)[s:26][cH:27]2)[cH:20][cH:21][cH:22]1.[OH2:43].[n:1]1[cH:2][c:3]([NH:7][C:8]([O:9][CH2:10][C:11]([Cl:12])([Cl:13])[Cl:14])=[O:15])[cH:4][cH:5][cH:6]1>>[n:1]1[cH:2][c:3]([NH:7][C:8](=[O:15])[N:31]2[CH2:30][CH2:29][N:28]([c:25]3[n:24][c:23](-[c:19]4[cH:18][c:17]([F:16])[cH:22][cH:21][cH:20]4)[cH:27][s:26]3)[CH2:33][CH2:32]2)[cH:4][cH:5][cH:6]1.